This data is from the Open Reaction Database (ORD), a public repository of structured organic reaction records. The task is: describe an organic reaction: reactants, conditions, products, and yield The reactants are ClC(=O)OCC (Ethyl chloroformate), ClC1=CC=C(CNC(=O)C=2C(C3=C(N(C2)C)OC(=C3)CN3CCOCC3)=O)C=C1 (N-(4-chlorobenzyl)-7-methyl-2-(4-morpholinylmethyl)-4-oxo-4,7-dihydrofuro[2,3-b]pyridine-5-carboxamide), C(Cl)Cl (CH2Cl2), O (water). The solvent is C(C)OCC (ethyl ether). Conditions: temperature 39.5 celsius, time 2 hour. Yields the product ClC1=CC=C(CNC(=O)C=2C(C3=C(N(C2)C)OC(=C3)CCl)=O)C=C1 (N(4-Chlorobenzyl)-2-(chloromethyl)-7-methyl-4-oxo-4,7-dihydrofuro[2,3-b]pyridine-5-carboxamide). Reaction SMILES: [Cl:1]C(OCC)=O.[Cl:7][C:8]1[CH:35]=[CH:34][C:11]([CH2:12][NH:13][C:14]([C:16]2[C:17](=[O:33])[C:18]3[CH:25]=[C:24]([CH2:26]N4CCOCC4)[O:23][C:19]=3[N:20]([CH3:22])[CH:21]=2)=[O:15])=[CH:10][CH:9]=1.C(Cl)Cl.O>C(OCC)C>[Cl:7][C:8]1[CH:35]=[CH:34][C:11]([CH2:12][NH:13][C:14]([C:16]2[C:17](=[O:33])[C:18]3[CH:25]=[C:24]([CH2:26][Cl:1])[O:23][C:19]=3[N:20]([CH3:22])[CH:21]=2)=[O:15])=[CH:10][CH:9]=1. Reported procedure: Ethyl chloroformate (150.1 ml) was added to a suspension of N-(4-chlorobenzyl)-7-methyl-2-(4-morpholinylmethyl)-4-oxo-4,7-dihydrofuro[2,3-b]pyridine-5-carboxamide (Example 1, 262.0 g) and CH2Cl2 with very low water content (2.63 L). The slurry was warmed to 39-40° C. After 2 h, the reaction mixture was cooled to room temperature and ethyl ether (2.63 L) was added. The mixture was stirred overnight, filtered, was washed with ethyl ether (3×2 L), and dried in a vacuum oven (40° C.) to afford 221.8... Starting materials: CC(=O)OC1(C(C)=O)C(C)CC2C3CC(C)C4=CC(=O)C=CC4(C)C3(Br)C(O)CC21C, CCCC[SnH](CCCC)CCCC. Product: CC(=O)OC1(C(C)=O)C(C)CC2C3CC(C)C4=CC(=O)C=CC4(C)C3C(O)CC21C. As a reaction SMILES: [C:1]([CH3:2])(=[O:3])[O:4][C:5]1([C:6]([CH3:7])=[O:8])[CH:9]([CH3:31])[CH2:10][CH:11]2[CH:12]3[CH2:13][CH:14]([CH3:30])[C:15]4=[CH:16][C:17](=[O:29])[CH:18]=[CH:19][C:20]4([CH3:21])[C:22]3([Br:28])[CH:23]([OH:27])[CH2:24][C:25]12[CH3:26].[CH2:32]([SnH:33]([CH2:34][CH2:35][CH2:36][CH3:37])[CH2:38][CH2:39][CH2:40][CH3:41])[CH2:42][CH2:43][CH3:44]>>[C:1]([CH3:2])(=[O:3])[O:4][C:5]1([C:6]([CH3:7])=[O:8])[CH:9]([CH3:31])[CH2:10][CH:11]2[CH:12]3[CH2:13][CH:14]([CH3:30])[C:15]4=[CH:16][C:17](=[O:29])[CH:18]=[CH:19][C:20]4([CH3:21])[CH:22]3[CH:23]([OH:27])[CH2:24][C:25]12[CH3:26]. Reactants: OS(=O)[O-].[Na+] (NaHSO3), ClC1=C(C=CC(=C1)Cl)CCCCCCCCC=C(CC(=O)OC)C(=O)OC (methyl 12-(2,4-dichlorophenyl)-3-methoxycarbonyl-3-dodecenoate), solution, C[N+]1(CCOCC1)[O-] (N-methylmorpholine-N-oxide), O (water). The reagents and catalysts are [Os](=O)(=O)(=O)=O (osmium tetroxide). Run in C(C)(C)(C)O (t-butanol), CC(=O)C (acetone). Run at time 64 hour. Product: C(=O)(O)[C@]1(CC(O[C@H]1CCCCCCCCC1=C(C=C(C=C1)Cl)Cl)=O)O ((4R*,5S*) 4-Carboxy-5-[8-(2,4-dichlorophenyl)octyl]-4-hydroxytetrahydrofuran-2-one). Isolated yield 91.4%. Reaction SMILES: [Cl:1][C:2]1[CH:7]=[C:6]([Cl:8])[CH:5]=[CH:4][C:3]=1[CH2:9][CH2:10][CH2:11][CH2:12][CH2:13][CH2:14][CH2:15][CH2:16][CH:17]=[C:18]([C:24]([O:26]C)=[O:25])[CH2:19][C:20]([O:22]C)=[O:21].C[N+]1([O-])CC[O:32]CC1.O.OS([O-])=O.[Na+]>C(O)(C)(C)C.[Os](=O)(=O)(=O)=O.CC(C)=O>[C:24]([C@:18]1([OH:32])[C@H:17]([CH2:16][CH2:15][CH2:14][CH2:13][CH2:12][CH2:11][CH2:10][CH2:9][C:3]2[CH:4]=[CH:5][C:6]([Cl:8])=[CH:7][C:2]=2[Cl:1])[O:21][C:20](=[O:22])[CH2:19]1)([OH:26])=[O:25] |f:3.4|. Reported procedure: A mixture of (E) methyl 12-(2,4-dichlorophenyl)-3-methoxycarbonyl-3-dodecenoate (1.50 g, 3.61 mmol), osmium tetroxide (0.229 ml of a 2% solution in t-butanol, 0.018 mmol), N-methylmorpholine-N-oxide (634 mg, 5.42 mmol), water (2 ml), and acetone (2 ml) was stirred at room temperature for 64 h. Aqueous NaHSO3 (1.1M, 6 ml) was added, and the mixture filtered, after 20 min, through a plug of silica gel. The silica gel plug was washed with ether, then the filtrate washed with aqueous HCl, water, and...